Dataset: the Open Reaction Database (ORD), a public repository of structured organic reaction records. Task: describe an organic reaction: reactants, conditions, products, and yield The reactants are [Al+3], C1CCOC1, [H-], [H-], [H-], [H-], [Li+], ON=C1CCOc2ccccc21, O. Yields the product NC1CCOc2ccccc21. RXN SMILES: [Al+3:2].[CH2:19]1[O:20][CH2:21][CH2:22][CH2:23]1.[H-:1].[H-:4].[H-:5].[H-:6].[Li+:3].[O:7]1[CH2:8][CH2:9][C:10](=[N:17][OH:18])[c:11]2[cH:12][cH:13][cH:14][cH:15][c:16]21.[OH2:24]>>[O:7]1[CH2:8][CH2:9][CH:10]([NH2:17])[c:11]2[cH:12][cH:13][cH:14][cH:15][c:16]21. The reactants are C(C1=CC=CC=C1)OC=1C(=NC=CC1)Cl (benzyloxy-2-chloropyridine), C(C1=CC=CC=C1)OC1=CC(NC=C1)=O (4-(benzyloxy)pyridin-2(1H)-one), P(=O)(Cl)(Cl)Cl (phosphorus oxychloride). Reaction conditions: temperature 90 celsius. The product is C(C1=CC=CC=C1)OC1=CC(=NC=C1)Cl (4-(benzyloxy)-2-chloropyridine). Isolated yield 47.1%. As a reaction SMILES: C(OC1C([Cl:15])=NC=CC=1)C1C=CC=CC=1.[CH2:16]([O:23][C:24]1[CH:29]=[CH:28][NH:27][C:26](=O)[CH:25]=1)[C:17]1[CH:22]=[CH:21][CH:20]=[CH:19][CH:18]=1.P(Cl)(Cl)(Cl)=O>>[CH2:16]([O:23][C:24]1[CH:29]=[CH:28][N:27]=[C:26]([Cl:15])[CH:25]=1)[C:17]1[CH:22]=[CH:21][CH:20]=[CH:19][CH:18]=1. Procedure details: Preparation of 4-(benzyloxy-2-chloropyridine: A 250 mL round-bottomed flask was charged with 4-(benzyloxy)pyridin-2(1H)-one (10.0 g, 49.7 mmol) and phosphorus oxychloride (55.6 mL, 596 mmol). The reaction mixture was heated at 90° C. overnight, then cooled and carefully quenched with sodium carbonate and sodium hydroxide to pH 7. The aqueous layer was extracted with dichloromethane. The organic layer was dried over sodium sulfate, filtered and concentrated. The residue was purified by silica gel... The reactants are [H-].[Al+3].[Li+].[H-].[H-].[H-] (lithium aluminum hydride), C(CCCC)C1CCC(CC1)C(=O)O (4-pentylcyclohexanecarboxylic acid). The solvent is C(C)OCC (diethyl ether), C(C)OCC (diethyl ether). Conditions: time 24 hour. The product is C(CCCC)C1CCC(CC1)CO ((4-Pentyl-cyclohexyl)-methanol), oil. Isolated yield 95.0%. As a reaction SMILES: [H-].[Al+3].[Li+].[H-].[H-].[H-].[CH2:7]([CH:12]1[CH2:17][CH2:16][CH:15]([C:18](O)=[O:19])[CH2:14][CH2:13]1)[CH2:8][CH2:9][CH2:10][CH3:11]>C(OCC)C>[CH2:7]([CH:12]1[CH2:13][CH2:14][CH:15]([CH2:18][OH:19])[CH2:16][CH2:17]1)[CH2:8][CH2:9][CH2:10][CH3:11] |f:0.1.2.3.4.5|. Reported procedure: To a slurry of lithium aluminum hydride (2 equi.) in diethyl ether (4 mL/mmole), a solution of commercially available 4-pentylcyclohexanecarboxylic acid (20) (1 equi.) in diethyl ether (3 ml/mmole) was added at ice temperature over a period of 20 min. The reaction mixture was stirred at room temperature for 24 h, cooled to ice temperature, quenched slowly with water (1 mL/g LAH), 15% aqueous sodium hydroxide (1 mL/g LAH), and water (3 mL/g LAH) consecutively. MgSO4 (5 g/100 mL reaction solution)... Reactants: BrCC1=NNC=C1Cl (3-(bromomethyl)-4-chloro-1H-pyrazole), CC1=CC(=NC(=N1)S)O (6-methyl-2-sulfanylpyrimidin-4-ol). The product is ClC=1C(=NNC1)CSC1=NC(=CC(=N1)O)C (2-{[(4-chloro-1H-pyrazol-3-yl)methyl]sulfanyl}-6-methylpyrimidin-4-ol), solid. Yield: 20.0%. RXN SMILES: Br[CH2:2][C:3]1[C:7]([Cl:8])=[CH:6][NH:5][N:4]=1.[CH3:9][C:10]1[N:15]=[C:14]([SH:16])[N:13]=[C:12]([OH:17])[CH:11]=1>>[Cl:8][C:7]1[C:3]([CH2:2][S:16][C:14]2[N:13]=[C:12]([OH:17])[CH:11]=[C:10]([CH3:9])[N:15]=2)=[N:4][NH:5][CH:6]=1. Reported procedure: This example was synthesized from 3-(bromomethyl)-4-chloro-1H-pyrazole and 6-methyl-2-sulfanylpyrimidin-4-ol following general procedure as described in the last step of Example 22. The title compound was obtained as a white solid (500 mg, 20% yield); 1H NMR (400 MHz, DMSO-d6): δ 2.21 (s, 3H), 3.17 (s, 1H), 4.40 (s, 2H), 6.00 (bs, 1H), 7.93 (s, 1H); M+ 257. The reactants are BrC=1C=CC2=C(C(=C(C(O2)(C)C)CNO)N2C(C=CC=C2)=O)C1 (6-bromo-2,2-dimethyl-3-(hydroxyamino)methyl-4-(2-oxo-1,2-dihydropyridin-1-yl)-2H-1-benzopyran), C[Si](C)(C)N=C=S (trimethylsilyl isothiocyanate), O (Water). Run in O1CCCC1 (tetrahydrofuran). Reaction conditions: time 2 hour. Product: BrC=1C=CC2=C(C(=C(C(O2)(C)C)CN(C(=S)N)O)N2C(C=CC=C2)=O)C1 (6-bromo-2,2-dimethyl-3-(N-hydroxythioureido)methyl-4-(2-oxo-1,2-dihydropyridin-1-yl)-2H-1-benzopyran). Reaction SMILES: [Br:1][C:2]1[CH:3]=[CH:4][C:5]2[O:10][C:9]([CH3:12])([CH3:11])[C:8]([CH2:13][NH:14][OH:15])=[C:7]([N:16]3[CH:21]=[CH:20][CH:19]=[CH:18][C:17]3=[O:22])[C:6]=2[CH:23]=1.C[Si]([N:28]=[C:29]=[S:30])(C)C.O>O1CCCC1>[Br:1][C:2]1[CH:3]=[CH:4][C:5]2[O:10][C:9]([CH3:11])([CH3:12])[C:8]([CH2:13][N:14]([OH:15])[C:29]([NH2:28])=[S:30])=[C:7]([N:16]3[CH:21]=[CH:20][CH:19]=[CH:18][C:17]3=[O:22])[C:6]=2[CH:23]=1. Reported procedure: To a solution of 6-bromo-2,2-dimethyl-3-(hydroxyamino)methyl-4-(2-oxo-1,2-dihydropyridin-1-yl)-2H-1-benzopyran in tetrahydrofuran was added dropwise trimethylsilyl isothiocyanate at room temperature. The reaction mixture was stirred at room temperature for two hours. Water was added, and the organic layer separated, dried and evaporated. The residue was triturated with diethyl ether to give 0.18 g of 6-bromo-2,2-dimethyl-3-(N-hydroxythioureido)methyl-4-(2-oxo-1,2-dihydropyridin-1-yl)-2H-1-benzop... Starting materials: [OH-].[K+] (potassium hydroxide), IC1=CC=C(C=C1)C (4-iodotoluene), IC1=CC=C(C=C1)C (4-iodotoluene), CC1=C(C=CC(=C1)C2=CC(=C(C=C2)N)C)N (o-tolidine), [OH-].[K+] (potassium hydroxide), CCCCCCCCCCCC (n-dodecane). The reagents and catalysts are [Cu](I)I (copper iodide), [Cu](I)I (copper iodide). The solvent is O (Water), O (Water). Run at temperature 180 celsius, time 5 hour. Yields the product CC1=CC=C(C=C1)N(C1=C(C=C(C=C1)C1=CC(=C(N(C2=CC=C(C=C2)C)C2=CC=C(C=C2)C)C=C1)C)C)C1=CC=C(C=C1)C (N,N,N',N'-tetrakis-(4-methylphenyl)-3,3'-dimethylbenzidine). The yield is 75.7%. RXN SMILES: [CH3:1][C:2]1[CH:7]=[C:6]([C:8]2[CH:13]=[CH:12][C:11]([NH2:14])=[C:10]([CH3:15])[CH:9]=2)[CH:5]=[CH:4][C:3]=1[NH2:16].[OH-].[K+].CCCCC[CH2:24][CH2:25][CH2:26][CH2:27][CH2:28][CH2:29][CH3:30].I[C:32]1[CH:37]=[CH:36][C:35]([CH3:38])=[CH:34][CH:33]=1>[Cu](I)I.O>[CH3:38][C:35]1[CH:36]=[CH:37][C:32]([N:16]([C:28]2[CH:27]=[CH:26][C:25]([CH3:24])=[CH:30][CH:29]=2)[C:3]2[CH:4]=[CH:5][C:6]([C:8]3[CH:13]=[CH:12][C:11]([N:14]([C:13]4[CH:8]=[CH:9][C:10]([CH3:15])=[CH:11][CH:12]=4)[C:5]4[CH:6]=[CH:7][C:2]([CH3:1])=[CH:3][CH:4]=4)=[C:10]([CH3:15])[CH:9]=3)=[CH:7][C:2]=2[CH3:1])=[CH:33][CH:34]=1 |f:1.2|. Procedure details: In a round flask were charged 3.14 g (13.8 mmol) of o-tolidine, 40 g of potassium hydroxide, 400 mg of copper iodide, and 30 ml of n-dodecane, and the mixture was heated at 180° C. in a nitrogen stream. To the mixture was added dropwise 24.0 g (110 mmol) of 4-iodotoluene, and the heating at 180° C. was continued for 5 hours. Water was added to the reaction mixture, and the mixture was extracted with toluene. In order to assure completion of the reaction, the solvent was once removed by distillat... The reactants are BrC=1C=CC2=C(SC3=C(CC2O)C=CC=C3)C1 (3-bromo-10,11-dihydro-11-hydroxydibenzo[b,f]thiepin), P(Br)(Br)Br (phosphorous tribromide). Yields the product BrC=1C=CC2=C(SC3=C(CC2Br)C=CC=C3)C1 (3,11-Dibromo-10,11-dihydrodibenzo[b,f]thiepin). Reaction SMILES: [Br:1][C:2]1[CH:3]=[CH:4][C:5]2[CH:11](O)[CH2:10][C:9]3[CH:13]=[CH:14][CH:15]=[CH:16][C:8]=3[S:7][C:6]=2[CH:17]=1.P(Br)(Br)[Br:19]>>[Br:1][C:2]1[CH:3]=[CH:4][C:5]2[CH:11]([Br:19])[CH2:10][C:9]3[CH:13]=[CH:14][CH:15]=[CH:16][C:8]=3[S:7][C:6]=2[CH:17]=1. Reported procedure: 10.5 G. 3-bromo-10,11-dihydro-11-hydroxydibenzo[b,f]thiepin and 25 cc. phosphorous tribromide are stirred for 2 hours, poured onto ice and extracted with ether. The ether is dried and evaporated to yield 10.65 g. of a brown oil which solifies on standing. The material is used as such for the next step. Yields the product FC1=CC=C(C(=O)CCCN2CCC3(CC2)OCC2=CC=CC=C23)C=C1 (1,3-dihydro-1'-[3-(4-fluorobenzoyl)propyl]spiro[isobenzofuran-1,4'-piperidine]), hydrochloride salt. As a reaction SMILES: [NH:1]1[CH2:6][CH2:5][C:4]2([C:14]3[C:9](=[CH:10][CH:11]=[CH:12][CH:13]=3)[CH2:8][O:7]2)[CH2:3][CH2:2]1.C1O[C:18]([C:23]2[CH:28]=[CH:27][C:26]([F:29])=[CH:25][CH:24]=2)([CH:19](Cl)[CH2:20][CH3:21])[O:17]C1>>[F:29][C:26]1[CH:25]=[CH:24][C:23]([C:18]([CH2:19][CH2:20][CH2:21][N:1]2[CH2:6][CH2:5][C:4]3([C:14]4[C:9](=[CH:10][CH:11]=[CH:12][CH:13]=4)[CH2:8][O:7]3)[CH2:3][CH2:2]2)=[O:17])=[CH:28][CH:27]=1. Reactants: N1CCC2(CC1)OCC1=CC=CC=C12 (1,3-dihydrospiro[isobenzofuran1,4'-piperidine]), C1COC(C(CC)Cl)(C2=CC=C(C=C2)F)O1 (α-chloro-p-fluorobutyrophenone ethylene ketal). Procedure: Reaction of 1,3-dihydrospiro[isobenzofuran1,4'-piperidine] and α-chloro-p-fluorobutyrophenone ethylene ketal by the method described in Example 6 provides 1,3-dihydro-1'-[3-(4-fluorobenzoyl)propyl]spiro[isobenzofuran-1,4'-piperidine] as a solid, hydrochloride salt, m.p. 215°-217°.